From a dataset of the Open Reaction Database (ORD), a public repository of structured organic reaction records. describe an organic reaction: reactants, conditions, products, and yield Starting materials: CC(C)([O-])C.[K+] (potassium t-butoxide), C(C)(=O)O (acetic acid), ClCS(=O)(=O)C1=CC=CC2=CC=CC=C12 (1-chloromethanesulfonyl-naphthalene), FC1=CC=C(C=C1)[N+](=O)[O-] (1-fluoro-4-nitrobenzene). Solvent: C1CCOC1 (THF), C1CCOC1 (THF). Conditions: time 1.5 hour. Product: FC=1C=CC(=C(C1)CS(=O)(=O)C1=CC=CC2=CC=CC=C12)[N+](=O)[O-] (1-(5-Fluoro-2-nitro-phenylmethanesulfonyl)-naphthalene). RXN SMILES: Cl[CH2:2][S:3]([C:6]1[C:15]2[C:10](=[CH:11][CH:12]=[CH:13][CH:14]=2)[CH:9]=[CH:8][CH:7]=1)(=[O:5])=[O:4].[F:16][C:17]1[CH:22]=[CH:21][C:20]([N+:23]([O-:25])=[O:24])=[CH:19][CH:18]=1.CC(C)([O-])C.[K+].C(O)(=O)C>C1COCC1>[F:16][C:17]1[CH:18]=[CH:19][C:20]([N+:23]([O-:25])=[O:24])=[C:21]([CH2:2][S:3]([C:6]2[C:15]3[C:10](=[CH:11][CH:12]=[CH:13][CH:14]=3)[CH:9]=[CH:8][CH:7]=2)(=[O:5])=[O:4])[CH:22]=1 |f:2.3|. Procedure details: To a chilled mixture of 1-chloromethanesulfonyl-naphthalene (19.7 g, 81.8 mmol) and 1-fluoro-4-nitrobenzene (8.7 mL, 82 mmol) in dry THF (197 mL) was dropwise added 1.0M potassium t-butoxide in THF (205 mL, 205 mmol). The reaction mixture was stirred at ambient temperature under nitrogen for 1.5 hours. Glacial acetic acid (16 mL, 280 mmol) was then added. After stirring at ambient temperature for 1 hour, 40 minutes, the reaction mixture was concentrated and partitioned in warm ethyl acetate and ...